This data is from the Open Reaction Database (ORD), a public repository of structured organic reaction records. The task is: describe an organic reaction: reactants, conditions, products, and yield Reactants: O (water), [BH4-].[Na+] (NaBH4), C(C)(C)(C)OC(=O)N1[C@@H]2CC[C@@H]([C@H](C1=O)C2)NC(=O)OCC2=CC=CC=C2 ((1R,2S,5R)-2-Benzyloxycarbonylamino-7-oxo-6-aza-bicyclo[3.2.1]octane-6-carboxylic acid tert-butyl ester). The solvent is C1CCOC1 (THF). Reaction conditions: time 5 hour. The product is C(C1=CC=CC=C1)OC(=O)N[C@@H]1[C@@H](C[C@@H](CC1)NC(OC(C)(C)C)=O)CO (tert-butyl (1R,3R,4S)-4-benzyloxycarbonylamino-3-(hydroxymethyl)cyclohexylcarbamate). The yield is 102.6%. As a reaction SMILES: [C:1]([O:5][C:6]([N:8]1[C:14](=[O:15])[C@@H:13]2[CH2:16][C@H:9]1[CH2:10][CH2:11][C@@H:12]2[NH:17][C:18]([O:20][CH2:21][C:22]1[CH:27]=[CH:26][CH:25]=[CH:24][CH:23]=1)=[O:19])=[O:7])([CH3:4])([CH3:3])[CH3:2].O.[BH4-].[Na+]>C1COCC1>[CH2:21]([O:20][C:18]([NH:17][C@H:12]1[CH2:11][CH2:10][C@@H:9]([NH:8][C:6](=[O:7])[O:5][C:1]([CH3:2])([CH3:3])[CH3:4])[CH2:16][C@H:13]1[CH2:14][OH:15])=[O:19])[C:22]1[CH:23]=[CH:24][CH:25]=[CH:26][CH:27]=1 |f:2.3|. Procedure: (1R,2S,5R)-2-Benzyloxycarbonylamino-7-oxo-6-aza-bicyclo[3.2.1]octane-6-carboxylic acid tert-butyl ester (500 mg, 1.3 mmol) was dissolved in THF (10 mL) and water (2.2 mL) prior to the addition of NaBH4 (252.4 mg). After 5 h, the reaction was quenched with saturated NaHCO3 solution and extracted with EtOAc (2×). The organic extracts were combined, dried (MgSO4), filtered, and concentrated in vacuo to afford tert-butyl (1R,3R,4S)-4-benzyloxycarbonylamino-3-(hydroxymethyl)cyclohexylcarbamate (505 m... Starting materials: ClC1=NC=C(C(=N1)NC1=CC(=CC=C1)B(O)O)F (2-chloro-5-fluoro-N4-(3-dihydroxyborylphenyl)-4-pyrimidineamine), C1OC=2C=C(N)C=CC2OC1 (3,4-ethylenedioxyaniline). Yields the product C1OC=2C=C(C=CC2OC1)NC1=NC=C(C(=N1)NC1=CC(=CC=C1)BO)F (N2-(3,4-ethylenedioxyphenyl)-5-fluoro-N4-(3-hydroxyborylphenyl)-2,4-pyrimidinediamine). RXN SMILES: Cl[C:2]1[N:7]=[C:6]([NH:8][C:9]2[CH:14]=[CH:13][CH:12]=[C:11]([B:15]([OH:17])O)[CH:10]=2)[C:5]([F:18])=[CH:4][N:3]=1.[CH2:19]1[CH2:29][O:28][C:27]2[CH:26]=[CH:25][C:23]([NH2:24])=[CH:22][C:21]=2[O:20]1>>[CH2:19]1[CH2:29][O:28][C:27]2[CH:26]=[CH:25][C:23]([NH:24][C:2]3[N:7]=[C:6]([NH:8][C:9]4[CH:14]=[CH:13][CH:12]=[C:11]([BH:15][OH:17])[CH:10]=4)[C:5]([F:18])=[CH:4][N:3]=3)=[CH:22][C:21]=2[O:20]1. Procedure: In a like manner to the preparation of N4-(3,4-ethylenedioxyphenyl)-5-fluoro-N2-(3-hydroxyphenyl)-2,4-pyrimidinediamine, 2-chloro-5-fluoro-N4-(3-dihydroxyborylphenyl)-4-pyrimidineamine and 3,4-ethylenedioxyaniline were reacted to produce N2-(3,4-ethylenedioxyphenyl)-5-fluoro-N4-(3-hydroxyborylphenyl)-2,4-pyrimidinediamine. 1H NMR (DMSO-d6): δ 9.46 (bs, 1H), 9.11 (bs, 1H), 8.05 (d, 1H, J=4.2 Hz), 7.95 (bs, 1H), 7.88 (s, 1H), 7.78 (d, 1H, J=7.5 Hz), 7.52 (d, 1H, J=7.5 Hz), 7.29 (t, 1H, J=7.5 Hz), ... The reactants are C(CCCCCCC)N(CCCNC(=N)N)CCCCCCCC (1-dioctylamino-3-guanidino-propane), S(=O)(=O)(O)O.COC(N)=N (O-methylisourea sulfate). Product: S(=O)(=O)([O-])[O-].NC(=[NH2+])N.NC(=[NH2+])N (guanidinium sulfate). As a reaction SMILES: C(N(CCCCCCCC)CCC[NH:13][C:14]([NH2:16])=[NH:15])CCCCCCC.[S:25]([OH:29])([OH:28])(=[O:27])=[O:26].COC(=N)N>>[S:25]([O-:29])([O-:28])(=[O:27])=[O:26].[NH2:15][C:14]([NH2:16])=[NH2+:13].[NH2:15][C:14]([NH2:16])=[NH2+:13] |f:1.2,3.4.5|. Procedure: Using the procedure of Process I, 590 g (2 moles) of 1-dioctylamino-3-guanidino-propane are reacted with 236 g (0.96 moles) of O-methylisourea sulfate. After working up the reaction batch, 651 g (83.7% of the theoretical yield) of guanidinium sulfate are obtained. The product is FC1=C(OC=2C=C(C=CC2NS(=O)(=O)C)C(C)=NNC(=O)N)C=CC(=C1)F (3'-(2,4-difluorophenoxy)-4'-methanesulfonamidoacetophenone semicarbazone). Yield: 62.8%. Reactants: C(C)(=O)C1=CC(=C(NS(=O)(=O)C)C=C1)OC1=C(C=C(C=C1)F)F (4'-acetyl-2'-(2,4-difluorophenoxy)methanesulfonanilide), Cl.NNC(=O)N (semicarbazide hydrochloride), N1=CC=CC=C1 (pyridine). Reported procedure: A mixture of 4'-acetyl-2'-(2,4-difluorophenoxy)methanesulfonanilide (1.5 g), semicarbazide hydrochloride (0.5 g), and pyridine (0.35 g) in ethanol (20 ml) was stirred and refluxed for 2 hours. The mixture was concentrated under reduced pressure. The residue was triturated with water, filtered, and recrystallized from methanol to give a powder of 3'-(2,4-difluorophenoxy)-4'-methanesulfonamidoacetophenone semicarbazone (1.1 g). Run in C(C)O (ethanol). As a reaction SMILES: [C:1]([C:4]1[CH:14]=[CH:13][C:7]([NH:8][S:9]([CH3:12])(=[O:11])=[O:10])=[C:6]([O:15][C:16]2[CH:21]=[CH:20][C:19]([F:22])=[CH:18][C:17]=2[F:23])[CH:5]=1)(=O)[CH3:2].Cl.[NH2:25][NH:26][C:27]([NH2:29])=[O:28].N1C=CC=CC=1>C(O)C>[F:23][C:17]1[CH:18]=[C:19]([F:22])[CH:20]=[CH:21][C:16]=1[O:15][C:6]1[CH:5]=[C:4]([C:1](=[N:25][NH:26][C:27]([NH2:29])=[O:28])[CH3:2])[CH:14]=[CH:13][C:7]=1[NH:8][S:9]([CH3:12])(=[O:11])=[O:10] |f:1.2|.